The task is: describe an organic reaction: reactants, conditions, products, and yield. This data is from the Open Reaction Database (ORD), a public repository of structured organic reaction records. Reactants: COc1cc(C(=O)N=[N+]=[N-])cc(OC)c1OC, CC(C)OC(C)C, NC1CCN(Cc2ccccc2)C1, c1ccccc1. Product: COc1cc(C(=O)NC2CCN(Cc3ccccc3)C2)cc(OC)c1OC. RXN SMILES: [CH3:14][O:15][c:16]1[cH:17][c:18]([C:19](=[O:20])[N:21]=[N+:22]=[N-:23])[cH:24][c:25]([O:29][CH3:30])[c:26]1[O:27][CH3:28].[CH:31]([O:32][CH:33]([CH3:34])[CH3:35])([CH3:36])[CH3:37].[NH2:1][CH:2]1[CH2:3][N:4]([CH2:7][c:8]2[cH:9][cH:10][cH:11][cH:12][cH:13]2)[CH2:5][CH2:6]1.[cH:38]1[cH:39][cH:40][cH:41][cH:42][cH:43]1>>[NH:1]([CH:2]1[CH2:3][N:4]([CH2:7][c:8]2[cH:9][cH:10][cH:11][cH:12][cH:13]2)[CH2:5][CH2:6]1)[C:19]([c:18]1[cH:17][c:16]([O:15][CH3:14])[c:26]([O:27][CH3:28])[c:25]([O:29][CH3:30])[cH:24]1)=[O:20]. Reactants: NC(CC(=O)O)C1=CC=C(C=C1)O (3-amino-3-(4-hydroxyphenyl)propionic acid), S(=O)(Cl)Cl (thionyl chloride), CO (methanol). Reaction conditions: temperature 0 celsius, time 20 hour. The product is COC(CC(C1=CC=C(C=C1)O)N)=O (3-amino-3-(4-hydroxyphenyl)propionic acid methyl ester). Yield: 80.0%. As a reaction SMILES: [NH2:1][CH:2]([C:7]1[CH:12]=[CH:11][C:10]([OH:13])=[CH:9][CH:8]=1)[CH2:3][C:4]([OH:6])=[O:5].S(Cl)(Cl)=O.[CH3:18]O>>[CH3:18][O:5][C:4](=[O:6])[CH2:3][CH:2]([NH2:1])[C:7]1[CH:8]=[CH:9][C:10]([OH:13])=[CH:11][CH:12]=1. Reported procedure: 5.298 g (29.24 mmol) commercial 3-amino-3-(4-hydroxyphenyl)propionic acid were suspended in 136 ml methanol, the mixture cooled to 0° C. and 3.20 ml (43.86 mmol) thionyl chloride were slowly added. The mixture was stirred at room temperature for 20 hours and concentrated. The residue was treated with saturated sodium hydrogen carbonate solution and extracted with dichloromethane and dichloromethane/2-propanol 8:2. The organic part was concentrated to give 5.09 g (80%) 3-amino-3-(4-hydroxyphenyl)...